This data is from the Open Reaction Database (ORD), a public repository of structured organic reaction records. The task is: describe an organic reaction: reactants, conditions, products, and yield Reactants: CC(C)(C)OC(=O)N1CCC(O[Si](C)(C)C(C)(C)C)C1C=O, C[Si](C)(C)C(F)(F)F, Cl, [Cs+], [F-]. The product is CC(C)(C)OC(=O)N1CCC(O[Si](C)(C)C(C)(C)C)C1C(O)C(F)(F)F. Reaction SMILES: [C:1]([CH3:2])([CH3:3])([CH3:4])[O:5][C:6](=[O:7])[N:8]1[CH:9]([CH:21]=[O:22])[CH:10]([O:13][Si:14]([CH3:15])([CH3:16])[C:17]([CH3:18])([CH3:19])[CH3:20])[CH2:11][CH2:12]1.[CH3:23][Si:24]([C:25]([F:26])([F:27])[F:28])([CH3:29])[CH3:30].[ClH:33].[Cs+:32].[F-:31]>>[C:1]([CH3:2])([CH3:3])([CH3:4])[O:5][C:6](=[O:7])[N:8]1[CH:9]([CH:21]([OH:22])[C:25]([F:26])([F:27])[F:28])[CH:10]([O:13][Si:14]([CH3:15])([CH3:16])[C:17]([CH3:18])([CH3:19])[CH3:20])[CH2:11][CH2:12]1.